From a dataset of the Open Reaction Database (ORD), a public repository of structured organic reaction records. describe an organic reaction: reactants, conditions, products, and yield The reactants are C(CCCCCCCCCCCCCCC)(=O)Cl (Palmitoyl chloride), C1=CC=NC=C1.F (pyridinium poly(hydrogen fluoride)), teflon. Reaction conditions: temperature 20 celsius, time 20 minute. Yields the product C(CCCCCCCCCCCCCCC)(=O)F (palmitoyl fluoride), corresponding acid. Yield: 5.0%. Reaction SMILES: [C:1](Cl)(=[O:17])[CH2:2][CH2:3][CH2:4][CH2:5][CH2:6][CH2:7][CH2:8][CH2:9][CH2:10][CH2:11][CH2:12][CH2:13][CH2:14][CH2:15][CH3:16].C1C=CN=CC=1.[FH:25]>>[C:1]([F:25])(=[O:17])[CH2:2][CH2:3][CH2:4][CH2:5][CH2:6][CH2:7][CH2:8][CH2:9][CH2:10][CH2:11][CH2:12][CH2:13][CH2:14][CH2:15][CH3:16] |f:1.2|. Reported procedure: Palmitoyl chloride (651 mg, 2.2 mole) was added to pyridinium poly(hydrogen fluoride) (1 ml) in a teflon reaction vial and the mixture stirred at 20° C. for 20 min. After cooling to 0° C., it was quenched with ice-water (5 ml), extracted with ethyl acetate, and the organic layer washed (water, brine), dried over anhydrous magnesium sulfate, concentrated and evaporatively distilled (120° C./0.025 torr) to give palmitoyl fluoride (76%) (contaminated with 5% of the corresponding acid). Since this c... The reactants are FC1=CC=C(CNC(=O)C2(C3=CC=CC=C3C=3C=CC=CC23)CCCCBr)C=C1 (9-(4-bromo-butyl)-9H-fluorene-9-carboxylic acid-4-fluoro-benzylamide), N1(CCNCC1)C1=NC2=CC=CC=C2N=C1 (2-piperazin-1-yl-quinoxaline). Yields the product FC1=CC=C(CNC(=O)C2(C3=CC=CC=C3C=3C=CC=CC23)CCCCN2CCN(CC2)C2=NC3=CC=CC=C3N=C2)C=C1 (9-[4-(4-quinoxalin-2-yl-piperazin-1-yl)-butyl]-9H-fluorene-9-carboxylic acid-4-fluoro-benzylamide). Reaction SMILES: [F:1][C:2]1[CH:29]=[CH:28][C:5]([CH2:6][NH:7][C:8]([C:10]2([CH2:23][CH2:24][CH2:25][CH2:26]Br)[C:22]3[CH:21]=[CH:20][CH:19]=[CH:18][C:17]=3[C:16]3[C:11]2=[CH:12][CH:13]=[CH:14][CH:15]=3)=[O:9])=[CH:4][CH:3]=1.[N:30]1([C:36]2[CH:45]=[N:44][C:43]3[C:38](=[CH:39][CH:40]=[CH:41][CH:42]=3)[N:37]=2)[CH2:35][CH2:34][NH:33][CH2:32][CH2:31]1>>[F:1][C:2]1[CH:29]=[CH:28][C:5]([CH2:6][NH:7][C:8]([C:10]2([CH2:23][CH2:24][CH2:25][CH2:26][N:33]3[CH2:34][CH2:35][N:30]([C:36]4[CH:45]=[N:44][C:43]5[C:38](=[CH:39][CH:40]=[CH:41][CH:42]=5)[N:37]=4)[CH2:31][CH2:32]3)[C:22]3[CH:21]=[CH:20][CH:19]=[CH:18][C:17]=3[C:16]3[C:11]2=[CH:12][CH:13]=[CH:14][CH:15]=3)=[O:9])=[CH:4][CH:3]=1. Reported procedure: Prepared analogously to Example 1 from 9-(4-bromo-butyl)-9H-fluorene-9-carboxylic acid-4-fluoro-benzylamide and 2-piperazin-1-yl-quinoxaline. Reactants: [Br-], CC#N, CNCCC[N+](C)(C)C, ClCCCI. The product is CN(CCCCl)CCC[N+](C)(C)C, [I-]. As a reaction SMILES: [Br-:1].[CH3:16][C:17]#[N:18].[CH3:2][N+:3]([CH2:4][CH2:5][CH2:6][NH:7][CH3:8])([CH3:9])[CH3:10].[I:11][CH2:12][CH2:13][CH2:14][Cl:15]>>[CH3:2][N+:3]([CH2:4][CH2:5][CH2:6][N:7]([CH3:8])[CH2:12][CH2:13][CH2:14][Cl:15])([CH3:9])[CH3:10].[I-:11]. The reactants are OC1=CC(=NN1C1=CC=C(C=C1)S(=O)(=O)O)C (5-hydroxy-3-methyl-1-(4-sulfophenyl)-1H-pyrazole), COC1=C(C=O)C=CC(=C1)OC (2,4-dimethoxybenzaldehyde), C(C)(=O)[O-].[NH4+] (ammonium acetate). Run in C(C)O (ethanol). Run at time 5 hour. Product: [NH4+].COC1=C(C=C2C(=NN(C2=O)C2=CC=C(C=C2)S(=O)(=O)[O-])C)C=CC(=C1)OC (Ammonium 4-(4-(2,4-dimethoxybenzylidene)-3-methyl-5-oxo-4,5-dihydropyrazol-1-yl)benzenesulfonate). Reaction SMILES: [OH:1][C:2]1[N:6]([C:7]2[CH:12]=[CH:11][C:10]([S:13]([OH:16])(=[O:15])=[O:14])=[CH:9][CH:8]=2)[N:5]=[C:4]([CH3:17])[CH:3]=1.[CH3:18][O:19][C:20]1[CH:27]=[C:26]([O:28][CH3:29])[CH:25]=[CH:24][C:21]=1[CH:22]=O.C([O-])(=O)C.[NH4+]>C(O)C>[NH4+:5].[CH3:18][O:19][C:20]1[CH:27]=[C:26]([O:28][CH3:29])[CH:25]=[CH:24][C:21]=1[CH:22]=[C:3]1[C:2](=[O:1])[N:6]([C:7]2[CH:8]=[CH:9][C:10]([S:13]([O-:16])(=[O:15])=[O:14])=[CH:11][CH:12]=2)[N:5]=[C:4]1[CH3:17] |f:2.3,5.6|. Reported procedure: 2.55 g of 5-hydroxy-3-methyl-1-(4-sulfophenyl)-1H-pyrazole, 1.83 g 2,4-dimethoxybenzaldehyde and 0.8 g of ammonium acetate in 25 mL of ethanol were heated at 70° C. After 5 hours, the mixture was cooled and filtered. Reactants: O (water), COC1=CC=C(C=C1)SCCC(=O)O (3-(4-methoxyphenylthio)propionic acid), C(C)(C)(C)OC(=O)NOC(=O)OC(C)(C)C (N-t-butoxycarbonyl-N-t-butoxycarbonyloxyamine), CCN=C=NCCCN(C)C.Cl (EDC hydrochloride). Reagents/catalysts: CN(C1=CC=NC=C1)C (4-(dimethylamino)pyridine). The solvent is CN(C)C=O (DMF). Run at time 16 hour. Product: C(C)(C)(C)OC(=O)N(C(CCSC1=CC=C(C=C1)OC)=O)OC(=O)OC(C)(C)C (N-t-butoxycarbonyl-N-t-butoxycarbonyloxy-3-(4-methoxyphenylthio)propionamide). Yield: 98.8%. RXN SMILES: [CH3:1][O:2][C:3]1[CH:8]=[CH:7][C:6]([S:9][CH2:10][CH2:11][C:12]([OH:14])=O)=[CH:5][CH:4]=1.[C:15]([O:19][C:20]([NH:22][O:23][C:24]([O:26][C:27]([CH3:30])([CH3:29])[CH3:28])=[O:25])=[O:21])([CH3:18])([CH3:17])[CH3:16].CCN=C=NCCCN(C)C.Cl.O>CN(C=O)C.CN(C)C1C=CN=CC=1>[C:15]([O:19][C:20]([N:22]([O:23][C:24]([O:26][C:27]([CH3:30])([CH3:29])[CH3:28])=[O:25])[C:12](=[O:14])[CH2:11][CH2:10][S:9][C:6]1[CH:5]=[CH:4][C:3]([O:2][CH3:1])=[CH:8][CH:7]=1)=[O:21])([CH3:18])([CH3:17])[CH3:16] |f:2.3|. Procedure: To a solution of the compound prepared in Example 8(11) (106 mg) in DMF (5 ml), N-t-butoxycarbonyl-N-t-butoxycarbonyloxyamine (120 mg), EDC hydrochloride (106 mg) and 4-(dimethylamino)pyridine (6 mg) were added at 0° C. The mixture was stirred for 16 hours at room temperature. To the reaction solution, water was added and it was extracted with ethyl acetate. The extract was washed with a saturated aqueous solution of ammonium chloride, a saturated aqueous solution of sodium bicarbonate, a satura... Reactants: OCC1(COC1)C (3-hydroxymethyl-3-methyloxetane), [Na] (sodium), solution, [Na] (sodium), BrCCCCCCCC (1-bromooctane). The solvent is O1CCOCC1 (p-dioxane). Run at time 3 day. The product is C(CCCCCCC)OCC1(COC1)C (3-Octoxymethyl-3-methyloxetane). Isolated yield 53.9%. As a reaction SMILES: [OH:1][CH2:2][C:3]1([CH3:7])[CH2:6][O:5][CH2:4]1.[Na].Br[CH2:10][CH2:11][CH2:12][CH2:13][CH2:14][CH2:15][CH2:16][CH3:17]>O1CCOCC1>[CH2:10]([O:1][CH2:2][C:3]1([CH3:7])[CH2:6][O:5][CH2:4]1)[CH2:11][CH2:12][CH2:13][CH2:14][CH2:15][CH2:16][CH3:17] |^1:7|. Procedure: Into a 5 liter, three-neck flask, fitted with a stirrer, reflux condenser, and nitrogen inlet tube, were placed 245 g (2.4 mole) of 3-hydroxymethyl-3-methyloxetane and 3000 ml of p-dioxane. To this solution 47 g (2 mole) of solid sodium metal was added, and the pot temperature was raised to reflux. Heat was maintained until all of the sodium had dissolved. 400 g (2 mole) of 1-bromooctane was added, and the reflux was resumed for 3 days. The mixture was cooled to room temperature, and the solid s... The reactants are Cc1c(F)cccc1C(=O)O, Cc1cccc(-c2sc(C)nc2C(=O)N2CC3CC3C2CN)c1. Product: Cc1cccc(-c2sc(C)nc2C(=O)N2CC3CC3C2CNC(=O)c2cccc(F)c2C)c1. Reaction SMILES: [F:24][c:25]1[c:26]([CH3:34])[c:27]([C:28](=[O:29])[OH:30])[cH:31][cH:32][cH:33]1.[NH2:1][CH2:2][CH:3]1[CH:4]2[CH2:5][CH:6]2[CH2:7][N:8]1[C:9](=[O:10])[c:11]1[n:12][c:13]([CH3:23])[s:14][c:15]1-[c:16]1[cH:17][c:18]([CH3:22])[cH:19][cH:20][cH:21]1>>[NH:1]([CH2:2][CH:3]1[CH:4]2[CH2:5][CH:6]2[CH2:7][N:8]1[C:9](=[O:10])[c:11]1[n:12][c:13]([CH3:23])[s:14][c:15]1-[c:16]1[cH:17][c:18]([CH3:22])[cH:19][cH:20][cH:21]1)[C:28]([c:27]1[c:26]([CH3:34])[c:25]([F:24])[cH:33][cH:32][cH:31]1)=[O:29]. Reactants: BrC=1C=C2C(=NC1)NC=C2I (5-bromo-3-iodo-1H-pyrrolo[2,3-b]pyridine), C1(=CC=C(C=C1)S(=O)(=O)Cl)C (p-toluenesulfonyl chloride). Run in C1CCOC1 (THF). Run at temperature 0 celsius, time 20 minute. Product: BrC=1C=C2C(=NC1)N(C=C2I)S(=O)(=O)C2=CC=C(C=C2)C (5-Bromo-3-iodo-1-(toluene-4-sulfonyl)-1H-pyrrolo[2,3-b]pyridine). Isolated yield 91.9%. RXN SMILES: [Br:1][C:2]1[CH:3]=[C:4]2[C:10]([I:11])=[CH:9][NH:8][C:5]2=[N:6][CH:7]=1.[C:12]1([CH3:22])[CH:17]=[CH:16][C:15]([S:18](Cl)(=[O:20])=[O:19])=[CH:14][CH:13]=1>C1COCC1>[Br:1][C:2]1[CH:3]=[C:4]2[C:10]([I:11])=[CH:9][N:8]([S:18]([C:15]3[CH:16]=[CH:17][C:12]([CH3:22])=[CH:13][CH:14]=3)(=[O:20])=[O:19])[C:5]2=[N:6][CH:7]=1. Reported procedure: Into a 250 mL round bottomed flask, were added 5-bromo-3-iodo-1H-pyrrolo[2,3-b]pyridine (8.00 g, 40.6 mmol) and 120 mL dry THF. The solution was cooled in an ice bath, at 0° C. and Nail (2.40 g, 60.0 mmol) was added in three portions. After 20 min, p-toluenesulfonyl chloride (8.70 g, 45.63 mmol) was added, and die reaction mixture was allowed to warm to it over 30 min. The reaction mixture was concentrated and hexanes was added to obtain a precipitate, which was collected and washed with ice col... The reactants are C(CCC)[Sn](C=1C=NC=CC1)(CCCC)CCCC (3-tributylstannanyl-pyridine), BrC=1C(=NC=CC1)C=O (3-Bromo-pyridine-2-carbaldehyde). The reagents and catalysts are C=1C=CC(=CC1)[P](C=2C=CC=CC2)(C=3C=CC=CC3)[Pd]([P](C=4C=CC=CC4)(C=5C=CC=CC5)C=6C=CC=CC6)([P](C=7C=CC=CC7)(C=8C=CC=CC8)C=9C=CC=CC9)[P](C=1C=CC=CC1)(C=1C=CC=CC1)C=1C=CC=CC1 (Pd(PPh3)4). The solvent is CCOC(=O)C (EtOAc), C1(=CC=CC=C1)C (toluene). Reaction conditions: temperature 90 celsius. The product is N1=C(C(=CC=C1)C=1C=NC=CC1)C=O ([3,3′]Bipyridinyl-2-carbaldehyde). Yield: 28.8%. As a reaction SMILES: C([Sn](CCCC)(CCCC)[C:6]1[CH:7]=[N:8][CH:9]=[CH:10][CH:11]=1)CCC.Br[C:21]1[C:22]([CH:27]=[O:28])=[N:23][CH:24]=[CH:25][CH:26]=1>C1(C)C=CC=CC=1.CCOC(C)=O.C1C=CC([P]([Pd]([P](C2C=CC=CC=2)(C2C=CC=CC=2)C2C=CC=CC=2)([P](C2C=CC=CC=2)(C2C=CC=CC=2)C2C=CC=CC=2)[P](C2C=CC=CC=2)(C2C=CC=CC=2)C2C=CC=CC=2)(C2C=CC=CC=2)C2C=CC=CC=2)=CC=1>[N:23]1[CH:24]=[CH:25][CH:26]=[C:21]([C:6]2[CH:7]=[N:8][CH:9]=[CH:10][CH:11]=2)[C:22]=1[CH:27]=[O:28] |^1:45,47,66,85|. Procedure: A mixture of 3-tributylstannanyl-pyridine (255 mg, 0.693 mmol), 3-Bromo-pyridine-2-carbaldehyde (123 mg, 0.660 mmol), and Pd(PPh3)4 (53.1 mg, 0.046 mmol) in toluene (4 mL) was heated to 90° C. for 23 h and cooled to room temperature. The reaction mixture was diluted with EtOAc (50 mL), washed with brine (3×20 mL), dried (Na2SO4), filtered, and concentrated under reduced pressure. Purification by flash chromatography on silica gel (Hexanes/EtOAc, 70:30, then 0:100) afforded [3,3′]Bipyridinyl-2-ca... Reactants: CC(C)(C)OC(=O)N1CCC(ON2C(=O)c3ccccc3C2=O)CC1, CC(C)O, Cl. Product: O=C1c2ccccc2C(=O)N1OC1CCNCC1. RXN SMILES: [C:1]([O:2][C:3](=[O:4])[N:8]1[CH2:9][CH2:10][CH:11]([O:14][N:15]2[C:16](=[O:25])[c:17]3[cH:18][cH:19][cH:20][cH:21][c:22]3[C:23]2=[O:24])[CH2:12][CH2:13]1)([CH3:5])([CH3:6])[CH3:7].[CH:27]([OH:28])([CH3:29])[CH3:30].[ClH:26]>>[NH:8]1[CH2:9][CH2:10][CH:11]([O:14][N:15]2[C:16](=[O:25])[c:17]3[cH:18][cH:19][cH:20][cH:21][c:22]3[C:23]2=[O:24])[CH2:12][CH2:13]1.